From a dataset of the Open Reaction Database (ORD), a public repository of structured organic reaction records. describe an organic reaction: reactants, conditions, products, and yield Reactants: CS(=O)(=O)C=1N=CC2=C(C(=NC=3C=C(C=CC23)C(=O)OC)C2=CC=CC=C2)N1 (methyl 3-(methylsulfonyl)-5-phenylpyrimido[4,5-c]quinoline-8-carboxylate), C1(CC1)N (cylopropylamine), O (Water). Solvent: CN1CCCC1=O (NMP). Run at temperature 60 celsius, time 50 minute. Yields the product C1(CC1)NC=1N=CC2=C(C(=NC=3C=C(C=CC23)C(=O)OC)C2=CC=CC=C2)N1 (methyl 3-(cyclopropylamino)-5-phenylpyrimido[4,5-c]quinoline-8-carboxylate). Yield: 77.9%. Reaction SMILES: CS([C:5]1[N:6]=[CH:7][C:8]2[C:17]3[CH:16]=[CH:15][C:14]([C:18]([O:20][CH3:21])=[O:19])=[CH:13][C:12]=3[N:11]=[C:10]([C:22]3[CH:27]=[CH:26][CH:25]=[CH:24][CH:23]=3)[C:9]=2[N:28]=1)(=O)=O.[CH:29]1([NH2:32])[CH2:31][CH2:30]1.O>CN1C(=O)CCC1>[CH:29]1([NH:32][C:5]2[N:6]=[CH:7][C:8]3[C:17]4[CH:16]=[CH:15][C:14]([C:18]([O:20][CH3:21])=[O:19])=[CH:13][C:12]=4[N:11]=[C:10]([C:22]4[CH:23]=[CH:24][CH:25]=[CH:26][CH:27]=4)[C:9]=3[N:28]=2)[CH2:31][CH2:30]1. Reported procedure: methyl 3-(methylsulfonyl)-5-phenylpyrimido[4,5-c]quinoline-8-carboxylate (1.0 eq, 117 mg, 0.298 mmol) was mixed in a vial with cylopropylamine (3.0 eq, 62 ul, 0.89 mmol) in NMP (2 ml). The mixture was stirred at 60° C. for 50 minutes. Water was added and the resulting solid filtered. The material was suspended in AcOEt/hexanes and filtered to afford methyl 3-(cyclopropylamino)-5-phenylpyrimido[4,5-c]quinoline-8-carboxylate as a yellow solid (86 mg, 78% yield). LCMS (ES): >95% pure, m/z 371 [M+1]...